From a dataset of the Open Reaction Database (ORD), a public repository of structured organic reaction records. describe an organic reaction: reactants, conditions, products, and yield Starting materials: C(C1=CC=CC=C1)OC1=C(C=CC(=C1)I)N1CC(N(S1(=O)=O)CC[Si](C)(C)C)=O (5-(2-benzyloxy-4-iodophenyl)-1,1-dioxo-2-(2-trimethylsilanylethyl)-1,2,5-thiadiazolidin-3-one), ICCCCS(=O)(=O)CC1=CC=CC=C1 ((4-iodobutane-1-sulfonylmethyl)-benzene). Yields the product C(C1=CC=CC=C1)OC1=C(C=CC(=C1)CCCCS(=O)(=O)CC1=CC=CC=C1)N1CC(N(S1(=O)=O)CC[Si](C)(C)C)=O (5-[2-Benzyloxy-4-(4-phenylmethanesulfonylbutyl)-phenyl]-1,1-dioxo-2-(2-trimethylsilanylethyl)-1,2,5-thiadiazolidin-3-one). As a reaction SMILES: [CH2:1]([O:8][C:9]1[CH:14]=[C:13](I)[CH:12]=[CH:11][C:10]=1[N:16]1[S:20](=[O:22])(=[O:21])[N:19]([CH2:23][CH2:24][Si:25]([CH3:28])([CH3:27])[CH3:26])[C:18](=[O:29])[CH2:17]1)[C:2]1[CH:7]=[CH:6][CH:5]=[CH:4][CH:3]=1.I[CH2:31][CH2:32][CH2:33][CH2:34][S:35]([CH2:38][C:39]1[CH:44]=[CH:43][CH:42]=[CH:41][CH:40]=1)(=[O:37])=[O:36]>>[CH2:1]([O:8][C:9]1[CH:14]=[C:13]([CH2:31][CH2:32][CH2:33][CH2:34][S:35]([CH2:38][C:39]2[CH:44]=[CH:43][CH:42]=[CH:41][CH:40]=2)(=[O:36])=[O:37])[CH:12]=[CH:11][C:10]=1[N:16]1[S:20](=[O:22])(=[O:21])[N:19]([CH2:23][CH2:24][Si:25]([CH3:28])([CH3:27])[CH3:26])[C:18](=[O:29])[CH2:17]1)[C:2]1[CH:7]=[CH:6][CH:5]=[CH:4][CH:3]=1. Procedure: The title compound is prepared from 5-(2-benzyloxy-4-iodophenyl)-1,1-dioxo-2-(2-trimethylsilanylethyl)-1,2,5-thiadiazolidin-3-one and (4-iodobutane-1-sulfonylmethyl)-benzene analogous to Example 571 step B. The reactants are CC1(C(=O)c2c[nH]c3ncc(Br)nc23)CCCCCC1, OB(O)c1cccc(N2CCCC2)c1. The product is CC1(C(=O)c2c[nH]c3ncc(-c4cccc(N5CCCC5)c4)nc23)CCCCCC1. As a reaction SMILES: [Br:1][c:2]1[n:3][c:4]2[c:5]([n:6][cH:7]1)[nH:8][cH:9][c:10]2[C:11](=[O:12])[C:13]1([CH3:20])[CH2:14][CH2:15][CH2:16][CH2:17][CH2:18][CH2:19]1.[N:21]1([c:26]2[cH:27][c:28]([B:32]([OH:33])[OH:34])[cH:29][cH:30][cH:31]2)[CH2:22][CH2:23][CH2:24][CH2:25]1>>[c:2]1(-[c:28]2[cH:27][c:26]([N:21]3[CH2:22][CH2:23][CH2:24][CH2:25]3)[cH:31][cH:30][cH:29]2)[n:3][c:4]2[c:5]([n:6][cH:7]1)[nH:8][cH:9][c:10]2[C:11](=[O:12])[C:13]1([CH3:20])[CH2:14][CH2:15][CH2:16][CH2:17][CH2:18][CH2:19]1.